This data is from the Open Reaction Database (ORD), a public repository of structured organic reaction records. The task is: describe an organic reaction: reactants, conditions, products, and yield Reactants: NC=1C=C(C=CC1)C#CC=1C=NC=C(C(=O)OC)C1 (methyl 5-((3-aminophenyl)ethynyl)nicotinate), ClC=1C=C(C(=O)O)C=CC1F (3-chloro-4-fluorobenzoic acid). Product: ClC=1C=C(C(=O)NC=2C=C(C=CC2)C#CC=2C=NC=C(C(=O)OC)C2)C=CC1F (Methyl 5-((3-(3-chloro-4-fluorobenzamido)phenyl)ethynyl)nicotinate). RXN SMILES: [NH2:1][C:2]1[CH:3]=[C:4]([C:8]#[C:9][C:10]2[CH:11]=[N:12][CH:13]=[C:14]([CH:19]=2)[C:15]([O:17][CH3:18])=[O:16])[CH:5]=[CH:6][CH:7]=1.[Cl:20][C:21]1[CH:22]=[C:23]([CH:27]=[CH:28][C:29]=1[F:30])[C:24](O)=[O:25]>>[Cl:20][C:21]1[CH:22]=[C:23]([CH:27]=[CH:28][C:29]=1[F:30])[C:24]([NH:1][C:2]1[CH:3]=[C:4]([C:8]#[C:9][C:10]2[CH:11]=[N:12][CH:13]=[C:14]([CH:19]=2)[C:15]([O:17][CH3:18])=[O:16])[CH:5]=[CH:6][CH:7]=1)=[O:25]. Procedure: In a manner similar to that described in Example 1, methyl 5-((3-aminophenyl)ethynyl)nicotinate and 3-chloro-4-fluorobenzoic acid are converted to the title compound. The product is [C@@H]1([C@H](O)[C@H](O)[C@@H](CO)O1)N1C=NC=2C(N)=NC=NC12.N[C@@H](CC1=CNC2=CC=CC=C12)C(=O)O (adenosine tryptophane). Reaction SMILES: [CH:1]1[N:6]=[C:5]([NH2:7])[C:4]2[N:8]=[CH:9][N:10]([C@@H:11]3[O:15][C@H:14]([CH2:16][O:17]P(O)(O)=O)[C@@H:13]([OH:22])[C@H:12]3[OH:23])[C:3]=2[N:2]=1.[NH2:24][C@H:25]([C:36]([OH:38])=[O:37])[CH2:26][C:27]1[C:35]2[C:30](=[CH:31][CH:32]=[CH:33][CH:34]=2)[NH:29][CH:28]=1.CO.CC(C)=O>O>[C@@H:11]1([N:10]2[C:3]3[N:2]=[CH:1][N:6]=[C:5]([NH2:7])[C:4]=3[N:8]=[CH:9]2)[O:15][C@H:14]([CH2:16][OH:17])[C@@H:13]([OH:22])[C@H:12]1[OH:23].[NH2:24][C@H:25]([C:36]([OH:38])=[O:37])[CH2:26][C:27]1[C:35]2[C:30](=[CH:31][CH:32]=[CH:33][CH:34]=2)[NH:29][CH:28]=1 |f:5.6|. The solvent is O (water), O (water). Reported procedure: 1 mol adenosine-5'-monophosphoric acid is dissolved in 5 parts water. Separately, 2 mols tryptophane are dissolved in 5 parts water. Thereafter, the solution of the amino acid is poured into 9 parts of a 2:1 mixture of methanol and acetone. To this mixture the solution of the nucleotide is slowly added. A. precipitate forms. This precipitate is filtered off and dried at 60°C. Then the precipitate is suspended in water. To the suspension the exact amount of NaOH is added to neutralize the free ca... The reactants are N[C@@H](CC1=CNC2=CC=CC=C12)C(=O)O (tryptophane), nucleotide, adenosine-5'-monophosphoric acid-(Na-tryptophanate)2, amino acid, CO (methanol), CC(=O)C (acetone), C1=NC2=C(C(=N1)N)N=CN2[C@H]3[C@@H]([C@@H]([C@H](O3)COP(=O)(O)O)O)O (adenosine-5'-monophosphoric acid). Starting materials: Cl.C1(=CC=CC=C1)S(=O)(=O)C1=CC=C2C(CCOC2=C1)NC ((7-Benzenesulfonyl-chroman-4-yl)-methylamine HCl salt), C(=O)OCCCC (butyl formate), C(=O)N (formamide). Conditions: time 1.5 hour. Product: C1(=CC=CC=C1)S(=O)(=O)C1=CC=C2C(CCOC2=C1)CNC ((7-benzenesulfonyl-chroman-4-ylmethyl)-methyl-amine). Isolated yield 60.0%. RXN SMILES: Cl.[C:2]1([S:8]([C:11]2[CH:20]=[C:19]3[C:14]([CH:15](NC)[CH2:16][CH2:17][O:18]3)=[CH:13][CH:12]=2)(=[O:10])=[O:9])[CH:7]=[CH:6][CH:5]=[CH:4][CH:3]=1.[CH:23]([NH2:25])=O.[CH:26](OCCCC)=O>>[C:2]1([S:8]([C:11]2[CH:20]=[C:19]3[C:14]([CH:15]([CH2:26][NH:25][CH3:23])[CH2:16][CH2:17][O:18]3)=[CH:13][CH:12]=2)(=[O:9])=[O:10])[CH:7]=[CH:6][CH:5]=[CH:4][CH:3]=1 |f:0.1|. Procedure details: 114 mg (0.376 mmol) of -(7-Benzenesulfonyl-chroman-4-yl)-methylamine HCl salt was dissolved in excess butyl formate and heated to reflux for 15 minutes. The resulting formamide was cooled to room temperature, concentrated, the residue dissloved in 3 mL THF and then reduced by adding 5 μL (1.5 eq., 0.563 mmol) of 10M BH3.DMS complex. The mixture was stirred for 1.5 h and quenched with methanol, partitioned between ethyl acetate and water, dried, concentrated and treated with 2 N HCl/EtOH and ethe... The reactants are C1(=CC=CC=C1)N(C1=CC=C(C=C1)CCC1=CC=C(C=C1)OC)C1=CC=CC=C1 (1-(4-diphenylaminophenyl)-2-(4-methoxyphenyl)ethane), C[Si](Cl)(C)C (trimethylchlorosilane), S1(=O)(=O)CCCC1 (sulfolane), [I-].[Na+] (sodium iodide). The solvent is O (water), O (water). Conditions: temperature 120 celsius, time 3 hour. Yields the product C1(=CC=CC=C1)N(C1=CC=C(C=C1)CCC1=CC=C(C=C1)O)C1=CC=CC=C1 (1-(4-diphenylaminophenyl)-2-(4-hydroxyphenyl)ethane). The yield is 84.7%. As a reaction SMILES: [C:1]1([N:7]([C:24]2[CH:29]=[CH:28][CH:27]=[CH:26][CH:25]=2)[C:8]2[CH:13]=[CH:12][C:11]([CH2:14][CH2:15][C:16]3[CH:21]=[CH:20][C:19]([O:22]C)=[CH:18][CH:17]=3)=[CH:10][CH:9]=2)[CH:6]=[CH:5][CH:4]=[CH:3][CH:2]=1.S1(CCCC1)(=O)=O.[I-].[Na+].C[Si](C)(C)Cl>O>[C:1]1([N:7]([C:24]2[CH:29]=[CH:28][CH:27]=[CH:26][CH:25]=2)[C:8]2[CH:13]=[CH:12][C:11]([CH2:14][CH2:15][C:16]3[CH:17]=[CH:18][C:19]([OH:22])=[CH:20][CH:21]=3)=[CH:10][CH:9]=2)[CH:6]=[CH:5][CH:4]=[CH:3][CH:2]=1 |f:2.3|. Reported procedure: A mixture of 38.5 g of the 1-(4-diphenylaminophenyl)-2-(4-methoxyphenyl)ethane prepared in Synthesis Example 1-2, 200 ml of sulfolane, and 45 g of sodium iodide was stirred in a four-neck flask at 120° C. to obtain a solution. The thus obtained solution was cooled to 60° C., and 2 ml of distilled water was added to the solution. 32.6 g of trimethylchlorosilane was then added dropwise to the above solution over a period of 30 minutes. Thus, the reaction was carried out at 60° to 70° C. for three ... Reactants: C(C)OC(NC(=O)N)=O (ethylallophanate), C1(=CC=CC=C1)NNC1=CC=CC=C1 (1,2-diphenylhydrazine), N (ammonia). The solvent is C=1(C(=CC=CC1)C)C (xylene). Product: C1(=CC=CC=C1)N1N(C(NC1=O)=O)C1=CC=CC=C1 (1,2-Dihydro-1,2-diphenyl-3H-1,2,4-triazol-3,5(4H)-dione). As a reaction SMILES: C([O:3][C:4](=O)[NH:5][C:6](N)=[O:7])C.[C:10]1([NH:16][NH:17][C:18]2[CH:23]=[CH:22][CH:21]=[CH:20][CH:19]=2)[CH:15]=[CH:14][CH:13]=[CH:12][CH:11]=1.N>C1(C)C(C)=CC=CC=1>[C:18]1([N:17]2[C:6](=[O:7])[NH:5][C:4](=[O:3])[N:16]2[C:10]2[CH:11]=[CH:12][CH:13]=[CH:14][CH:15]=2)[CH:23]=[CH:22][CH:21]=[CH:20][CH:19]=1. Reported procedure: 50 g (0.378 Mol) of ethylallophanate and 76.6 g (0.416 Mol) of 1,2-diphenylhydrazine were suspended in 100 ml of anhydrous xylene and refluxed for 6 hours with stirring, during which time ammonia was released. The solvent was distilled off, the residue was mixed with 150 ml of xylene once more and refluxed for 1 hour. The mixture was left to cool, the reaction product was suction filtered, and thoroughly washed with cold xylene. After drying in vacuo, 60.0 g (63% of theory) of colourless crystal... Starting materials: O=C(Nc1nc(-c2ccc([N+](=O)[O-])cc2)cs1)C1CCCN1C(=O)OCc1ccccc1, CCO, CCOC(C)=O, Cl[Sn]Cl. Product: Nc1ccc(-c2csc(NC(=O)C3CCCN3C(=O)OCc3ccccc3)n2)cc1. RXN SMILES: [CH2:1]([c:2]1[cH:3][cH:4][cH:5][cH:6][cH:7]1)[O:8][C:9](=[O:10])[N:11]1[CH:12]([C:16]([NH:17][c:18]2[s:19][cH:20][c:21](-[c:23]3[cH:24][cH:25][c:26]([N+:29]([O-:30])=[O:31])[cH:27][cH:28]3)[n:22]2)=[O:32])[CH2:13][CH2:14][CH2:15]1.[CH3:36][CH2:37][OH:38].[CH3:39][CH2:40][O:41][C:42]([CH3:43])=[O:44].[Sn:33]([Cl:34])[Cl:35]>>[CH2:1]([c:2]1[cH:3][cH:4][cH:5][cH:6][cH:7]1)[O:8][C:9](=[O:10])[N:11]1[CH:12]([C:16]([NH:17][c:18]2[s:19][cH:20][c:21](-[c:23]3[cH:24][cH:25][c:26]([NH2:29])[cH:27][cH:28]3)[n:22]2)=[O:32])[CH2:13][CH2:14][CH2:15]1. Reactants: C(C)(=O)C=1C=C(C#N)C=CC1 (3-acetylbenzonitrile), C(C)O (ethanol), Cl (hydrochloric acid). The solvent is C(C)OCC (diethyl ether). Reaction conditions: time 2 day. The product is Cl.C(C)OC(C1=CC(=CC=C1)C(C)=O)=N (Ethyl-3-acetylbenzimidate hydrochloride). Reaction SMILES: [C:1]([C:4]1[CH:5]=[C:6]([CH:9]=[CH:10][CH:11]=1)[C:7]#[N:8])(=[O:3])[CH3:2].[CH2:12]([OH:14])[CH3:13].[ClH:15]>C(OCC)C>[ClH:15].[CH2:12]([O:14][C:7](=[NH:8])[C:6]1[CH:9]=[CH:10][CH:11]=[C:4]([C:1](=[O:3])[CH3:2])[CH:5]=1)[CH3:13] |f:4.5|. Reported procedure: A solution of 7.25 g (0.05 mol) of 3-acetylbenzonitrile (Aldrich, Buchs, Switzerland; Cat. No. 29,221-4) in 150 ml of diethyl ether and 4.5 ml of ethanol is saturated at 0° C. with dry hydrochloric acid gas and then left to stand at 0° C. for 2 days. The product that has crystallized out is filtered off and the title compound is obtained after recrystallization from ethanol/diethyl ether, m.p. 110° C. (decomp.). The reactants are NC1=NNC(=N1)SCC1=CC=CC=C1 (3-amino-5-benzylthio-1,2,4-triazole), C(C)OC=CC(CC(=O)OCC)=O (ethyl ethoxymethyleneacetoacetate), C(C)(=O)O (acetic acid). The product is C(C1=CC=CC=C1)SC1=NN2C(N=CC(=C2C)C(=O)OCC)=N1 (2-benzylthio-6-ethoxycarbonyl-7-methyl-1,2,4-triazolo[1,5-a]pyrimidine). Yield: 33.0%. Reaction SMILES: [NH2:1][C:2]1[N:6]=[C:5]([S:7][CH2:8][C:9]2[CH:14]=[CH:13][CH:12]=[CH:11][CH:10]=2)[NH:4][N:3]=1.C(OC=[CH:19][C:20](=O)[CH2:21][C:22]([O:24][CH2:25][CH3:26])=[O:23])C.[C:28](O)(=O)C>>[CH2:8]([S:7][C:5]1[N:6]=[C:2]2[N:1]=[CH:28][C:21]([C:22]([O:24][CH2:25][CH3:26])=[O:23])=[C:20]([CH3:19])[N:3]2[N:4]=1)[C:9]1[CH:10]=[CH:11][CH:12]=[CH:13][CH:14]=1. Procedure details: A solution of 15 g (73 mmol) of 3-amino-5-benzylthio-1,2,4-triazole and 15.0 g (80.0 mmol) of ethyl ethoxymethyleneacetoacetate in 250 ml of glacial acetic acid was heated at reflux for 60 hours. After cooling the volume of the reaction was reduced to approximately one quarter of the original volume by evaporation at reduced pressure. The resulting residue was poured into water, and the solid which separated was collected by filtration, washed with water and dried to yield 7.88 g (33%) of the de... Starting materials: [BH4-], C1CCOC1, CC1C(c2ccccc2)N(C(=O)CC(c2cc(F)cc(F)c2)C2CCS(=O)(=O)CC2)C(=O)N1C, [Li+]. The product is O=CCC(c1cc(F)cc(F)c1)C1CCS(=O)(=O)CC1. As a reaction SMILES: [BH4-:35].[CH2:37]1[O:38][CH2:39][CH2:40][CH2:41]1.[F:1][c:2]1[cH:3][c:4]([CH:9]([CH2:10][C:11](=[O:12])[N:13]2[CH:14]([c:15]3[cH:16][cH:17][cH:18][cH:19][cH:20]3)[CH:21]([CH3:22])[N:23]([CH3:24])[C:25]2=[O:26])[CH:27]2[CH2:28][CH2:29][S:30](=[O:33])(=[O:34])[CH2:31][CH2:32]2)[cH:5][c:6]([F:8])[cH:7]1.[Li+:36]>>[F:1][c:2]1[cH:3][c:4]([CH:9]([CH2:10][CH:11]=[O:12])[CH:27]2[CH2:28][CH2:29][S:30](=[O:33])(=[O:34])[CH2:31][CH2:32]2)[cH:5][c:6]([F:8])[cH:7]1. The reactants are CC(C)(C)NC(=O)c1cnc(Br)s1, CC(c1ccc(B2OC(C)(C)C(C)(C)O2)cc1)N1CCC(CC(C)(C)O)(c2ccccc2)OC1=O. Product: CC(c1ccc(-c2ncc(C(=O)NC(C)(C)C)s2)cc1)N1CCC(CC(C)(C)O)(c2ccccc2)OC1=O. RXN SMILES: [Br:36][c:37]1[s:38][c:39]([C:42](=[O:43])[NH:44][C:45]([CH3:46])([CH3:47])[CH3:48])[cH:40][n:41]1.[OH:1][C:2]([CH2:3][C:4]1([c:28]2[cH:29][cH:30][cH:31][cH:32][cH:33]2)[CH2:5][CH2:6][N:7]([CH:11]([CH3:12])[c:13]2[cH:14][cH:15][c:16]([B:19]3[O:20][C:21]([CH3:22])([CH3:23])[C:24]([CH3:25])([CH3:26])[O:27]3)[cH:17][cH:18]2)[C:8](=[O:10])[O:9]1)([CH3:34])[CH3:35]>>[OH:1][C:2]([CH2:3][C:4]1([c:28]2[cH:29][cH:30][cH:31][cH:32][cH:33]2)[CH2:5][CH2:6][N:7]([CH:11]([CH3:12])[c:13]2[cH:14][cH:15][c:16](-[c:37]3[s:38][c:39]([C:42](=[O:43])[NH:44][C:45]([CH3:46])([CH3:47])[CH3:48])[cH:40][n:41]3)[cH:17][cH:18]2)[C:8](=[O:10])[O:9]1)([CH3:34])[CH3:35].